This data is from the Open Reaction Database (ORD), a public repository of structured organic reaction records. The task is: describe an organic reaction: reactants, conditions, products, and yield Reactants: [BH4-].[Na+] (sodium borohydride), CC=1C=NC=2CCCC(C2C1)=O (7,8-dihydro-3-methylquinolin-5(6H)-one), O (water). Run in CO (methanol). Conditions: time 3 hour. The product is CC=1C=NC=2CCCC(C2C1)O (3-methyl-5-hydroxy-5,6,7,8-tetrahydroquinoline). Reaction SMILES: [CH3:1][C:2]1[CH:3]=[N:4][C:5]2[CH2:6][CH2:7][CH2:8][C:9](=[O:12])[C:10]=2[CH:11]=1.[BH4-].[Na+].O>CO>[CH3:1][C:2]1[CH:3]=[N:4][C:5]2[CH2:6][CH2:7][CH2:8][CH:9]([OH:12])[C:10]=2[CH:11]=1 |f:1.2|. Procedure: 0.97 Gram of 7,8-dihydro-3-methylquinolin-5(6H)-one was dissolved in 20 ml of methanol, then to this solution was added 0.23 g of sodium borohydride under ice-cooled condition, the mixture was stirred at room temperature for 3 hours. To the reaction mixture was added water, then methanol was removed by evaporation, next extracted with chloroform, and the chloroform extract was dried with anhydrous magnesium sulfate. The solvent was removed by evaporation to obtain 0.98 g of 3-methyl-5-hydroxy-5,... Reactants: ClC1=CC(=NC2=CC=CC=C12)C=1C=C2CCCC2=CC1 (4-chloro-2-indan-5-yl-quinoline), NCC(CO)O ((RS)-3-amino-1,2-propandiol). Product: Cl.C1CCC2=CC(=CC=C12)C1=NC2=CC=CC=C2C(=C1)NCC(CO)O ((RS)-3-(2-Indan-5-yl-quinolin-4-ylamino)-propane-1,2-diol hydrochloride). Reaction SMILES: [Cl:1][C:2]1[C:11]2[C:6](=[CH:7][CH:8]=[CH:9][CH:10]=2)[N:5]=[C:4]([C:12]2[CH:13]=[C:14]3[C:18](=[CH:19][CH:20]=2)[CH2:17][CH2:16][CH2:15]3)[CH:3]=1.[NH2:21][CH2:22][CH:23]([OH:26])[CH2:24][OH:25]>>[ClH:1].[CH2:17]1[C:18]2[C:14](=[CH:13][C:12]([C:4]3[CH:3]=[C:2]([NH:21][CH2:22][CH:23]([OH:26])[CH2:24][OH:25])[C:11]4[C:6](=[CH:7][CH:8]=[CH:9][CH:10]=4)[N:5]=3)=[CH:20][CH:19]=2)[CH2:15][CH2:16]1 |f:2.3|. Reported procedure: The title compound, m.p. 157-160° C., MS: m/e=334 (M+), was prepared from 4-chloro-2-indan-5-yl-quinoline and (RS)-3-amino-1,2-propandiol. The reactants are BrC1=CC=C(C=C1)Cl (4-bromochlorobenzene), O1CCOC12CCC(CC2)=O (1,4-dioxa-spiro[4.5]decan-8-one). Reaction SMILES: Br[C:2]1[CH:7]=[CH:6][C:5]([Cl:8])=[CH:4][CH:3]=1.[O:9]1[C:13]2([CH2:18][CH2:17][C:16](=[O:19])[CH2:15][CH2:14]2)[O:12][CH2:11][CH2:10]1>>[Cl:8][C:5]1[CH:6]=[CH:7][C:2]([C:16]2([OH:19])[CH2:17][CH2:18][C:13]3([O:12][CH2:11][CH2:10][O:9]3)[CH2:14][CH2:15]2)=[CH:3][CH:4]=1. Procedure: The title compound was prepared as a white solid from 4-bromochlorobenzene (Aldrich) and 1,4-dioxa-spiro[4.5]decan-8-one using the procedure described in Step A of Example 1. Yields the product ClC1=CC=C(C=C1)C1(CCC2(OCCO2)CC1)O (8-(4-Chloro-phenyl)-1,4-dioxa-spiro[4.5]decan-8-ol). Reactants: NC=1C=C(C=CC1)C=1C(=CC(=CC1OCC)CC=1C(=NC(=NC1)N)N)O (3′-amino-4-(2,4-diamino-pyrimidin-5-ylmethyl)-6-ethoxy-biphenyl-2-ol), S1C(=CC=C1)S(=O)(=O)Cl (2-thienylsulfonyl chloride). The product is NC=1C=C(C=CC1)C1=C(C=C(C=C1OCC)CC=1C(=NC(=NC1)N)N)OS(=O)(=O)C=1SC=CC1 (Thiophene-2-sulphonic acid 3′-amino-4-(2,4-diamino-pyrimidin-5-ylmethyl)-6-ethoxy-biphenyl-2-yl ester). Yield: 51.7%. As a reaction SMILES: [NH2:1][C:2]1[CH:3]=[C:4]([C:8]2[C:9]([OH:26])=[CH:10][C:11]([CH2:17][C:18]3[C:19]([NH2:25])=[N:20][C:21]([NH2:24])=[N:22][CH:23]=3)=[CH:12][C:13]=2[O:14][CH2:15][CH3:16])[CH:5]=[CH:6][CH:7]=1.[S:27]1[CH:31]=[CH:30][CH:29]=[C:28]1[S:32](Cl)(=[O:34])=[O:33]>>[NH2:1][C:2]1[CH:3]=[C:4]([C:8]2[C:13]([O:14][CH2:15][CH3:16])=[CH:12][C:11]([CH2:17][C:18]3[C:19]([NH2:25])=[N:20][C:21]([NH2:24])=[N:22][CH:23]=3)=[CH:10][C:9]=2[O:26][S:32]([C:28]2[S:27][CH:31]=[CH:30][CH:29]=2)(=[O:34])=[O:33])[CH:5]=[CH:6][CH:7]=1. Procedure details: Starting from 3′-amino-4-(2,4-diamino-pyrimidin-5-ylmethyl)-6-ethoxy-biphenyl-2-ol (100 mg; 0.28 mmol) and 2-thienylsulfonyl chloride (94 mg; 0.51 mmol), 72 mg of the title compound are isolated as a yellow foam.